Dataset: the Open Reaction Database (ORD), a public repository of structured organic reaction records. Task: describe an organic reaction: reactants, conditions, products, and yield Reactants: CCN(CC)S(F)(F)F, CC(C)(O)c1nncc2cc(Cl)ccc12, ClCCl. Product: CC(C)(F)c1nncc2cc(Cl)ccc12. RXN SMILES: [CH2:16]([N:17]([S:18]([F:19])([F:20])[F:22])[CH2:21][CH3:23])[CH3:24].[Cl:1][c:2]1[cH:3][c:4]2[cH:5][n:6][n:7][c:8]([C:12]([CH3:13])([CH3:14])[OH:15])[c:9]2[cH:10][cH:11]1.[Cl:25][CH2:26][Cl:27]>>[Cl:1][c:2]1[cH:3][c:4]2[cH:5][n:6][n:7][c:8]([C:12]([CH3:13])([CH3:14])[F:22])[c:9]2[cH:10][cH:11]1. Reactants: [Br-].FC(OC1=CC=C(C[P+](C2=CC=CC=C2)(C2=CC=CC=C2)C2=CC=CC=C2)C=C1)(F)F (4-trifluoromethoxybenzyltriphenylphosphonium bromide), C1(=CC=CC=C1)[Si]1(CCC(CC1)C1CCC(CC1)C=O)CCCCC (4-(4-phenyl-4-n-pentyl-4-silacyclohexyl)cyclohexane carbaldehyde). The product is FC(OC1=CC=C(C=C1)CC[C@@H]1CC[C@H](CC1)[C@@H]1CC[Si@H](CC1)CCCCC)(F)F (trans-4-(trans-4-(2-(4-trifiuoromethoxyphenyl)ethyl)cyclohexyl)-1-n-pentyl-1-silacyclohexane). Reaction SMILES: [Br-].[F:2][C:3]([F:32])([F:31])[O:4][C:5]1[CH:30]=[CH:29][C:8]([CH2:9][P+](C2C=CC=CC=2)(C2C=CC=CC=2)C2C=CC=CC=2)=[CH:7][CH:6]=1.[C:33]1([Si:39]2(CCCCC)[CH2:44][CH2:43][CH:42]([CH:45]3[CH2:50][CH2:49][CH:48]([CH:51]=O)[CH2:47][CH2:46]3)[CH2:41][CH2:40]2)C=[CH:37][CH:36]=[CH:35][CH:34]=1>>[F:32][C:3]([F:2])([F:31])[O:4][C:5]1[CH:6]=[CH:7][C:8]([CH2:9][CH2:51][C@H:48]2[CH2:47][CH2:46][C@H:45]([C@H:42]3[CH2:43][CH2:44][Si@H:39]([CH2:33][CH2:34][CH2:35][CH2:36][CH3:37])[CH2:40][CH2:41]3)[CH2:50][CH2:49]2)=[CH:29][CH:30]=1 |f:0.1|. Procedure: The general procedure of Example 4 was repeated using 4-trifluoromethoxybenzyltriphenylphosphonium bromide and 4-(4-phenyl-4-n-pentyl-4-silacyclohexyl)cyclohexane carbaldehyde, thereby obtaining trans-4-(trans-4-(2-(4-trifiuoromethoxyphenyl)ethyl)cyclohexyl)-1-n-pentyl-1-silacyclohexane with the following results of IR and 13C-NMR analyses. Starting materials: COC(=O)N[C@@H](C(C)C)C(=O)N1[C@@H](CCC1)C=1NC=C(N1)C1=CC=C(C=C1)C1=CC=C(C=C1)C=1N=C(NC1)[C@H]1N(CC2(C1)OCCCO2)C(=O)OCC2=CC=CC=C2 (phenylmethyl (3S)-3-(4-{4′-[2-((2S)-1-{N-[(methyloxy)carbonyl]-L-valyl}-2-pyrrolidinyl)-1H-imidazol-4-yl]-4-biphenylyl}-1H-imidazol-2-yl)-6,10-dioxa-2-azaspiro[4.5]decane-2-carboxylate), COC(=O)N[C@@H](C(C)C)C(=O)N1[C@@H](CCC1)C=1NC=C(N1)C1=CC=C(C=C1)C1=CC=C(C=C1)C=1N=C(NC1)[C@H]1N(CC2(C1)OCCCO2)C(=O)OCC2=CC=CC=C2 (phenylmethyl (3S)-3-(4-{4′-[2-((2S)-1-{N-[(methyloxy)carbonyl]-L-valyl}-2-pyrrolidinyl)-1H-imidazol-4-yl]-4-biphenylyl}-1H-imidazol-2-yl)-6,10-dioxa-2-azaspiro[4.5]decane-2-carboxylate). The reagents and catalysts are [Pd] (Pd/C). Solvent: C(C)O (ethanol). Product: C1N[C@@H](CC12OCCCO2)C=2NC=C(N2)C2=CC=C(C=C2)C2=CC=C(C=C2)C=2N=C(NC2)[C@H]2N(CCC2)C(=O)[C@H](C(C)C)NC(OC)=O (methyl [(1S)-1-({(2S)-2-[4-(4′-{2-[(3S)-6,10-dioxa-2-azaspiro[4.5]dec-3-yl]-1H-imidazol-4-yl}-4-biphenylyl)-1H-imidazol-2-yl]-1-pyrrolidinyl}carbonyl)-2-methylpropyl]carbamate). RXN SMILES: [CH3:1][O:2][C:3]([NH:5][C@H:6]([C:10]([N:12]1[CH2:16][CH2:15][CH2:14][C@H:13]1[C:17]1[NH:18][CH:19]=[C:20]([C:22]2[CH:27]=[CH:26][C:25]([C:28]3[CH:33]=[CH:32][C:31]([C:34]4[N:35]=[C:36]([C@@H:39]5[CH2:43][C:42]6([O:48][CH2:47][CH2:46][CH2:45][O:44]6)[CH2:41][N:40]5C(OCC5C=CC=CC=5)=O)[NH:37][CH:38]=4)=[CH:30][CH:29]=3)=[CH:24][CH:23]=2)[N:21]=1)=[O:11])[CH:7]([CH3:9])[CH3:8])=[O:4]>C(O)C.[Pd]>[CH2:41]1[C:42]2([O:48][CH2:47][CH2:46][CH2:45][O:44]2)[CH2:43][C@@H:39]([C:36]2[NH:37][CH:38]=[C:34]([C:31]3[CH:30]=[CH:29][C:28]([C:25]4[CH:26]=[CH:27][C:22]([C:20]5[N:21]=[C:17]([C@@H:13]6[CH2:14][CH2:15][CH2:16][N:12]6[C:10]([C@@H:6]([NH:5][C:3](=[O:4])[O:2][CH3:1])[CH:7]([CH3:9])[CH3:8])=[O:11])[NH:18][CH:19]=5)=[CH:23][CH:24]=4)=[CH:33][CH:32]=3)[N:35]=2)[NH:40]1. Procedure details: Phenylmethyl (3S)-3-(4-{4′-[2-((2S)-1-{N-[(methyloxy)carbonyl]-L-valyl}-2-pyrrolidinyl)-1H-imidazol-4-yl]-4-biphenylyl}-1H-imidazol-2-yl)-6,10-dioxa-2-azaspiro[4.5]decane-2-carboxylate (Intermediate 22) (1.44 g, 1.83 mmol) was hydrogenated in ethanol (100 mL) with balloon under the catalysis of Pd/C for 20 hrs to give methyl [(1S)-1-({(2S)-2-[4-(4′-{2-[(3S)-6,10-dioxa-2-azaspiro[4.5]dec-3-yl]-1H-imidazol-4-yl}-4-biphenylyl)-1H-imidazol-2-yl]-1-pyrrolidinyl}carbonyl)-2-methylpropyl]carbamate (Int... Reaction SMILES: [NH2:1][C@H:2]([C:5]([OH:7])=[O:6])[CH2:3][SH:4].C(O)[C@H]1[O:14][C@H:13](OC2[C@H](O)[C@H](O)C(O)[C@H](O)[C@H]2O)[C@H:12]([NH3+])[C@@H](O)[C@@H]1O.P(OC[C@H]1O[C@@H](N2C3N=CN=C(N)C=3N=C2)[C@H](O)[C@@H]1O)(OP(OP(O)(O)=O)(O)=O)(=O)O.C(S)[C@@H](O)[C@H](O)CS>P([O-])([O-])([O-])=O.C(O)[C@H]1O[C@H](OC2[C@H](O)[C@H](O)C(O)[C@H](O)[C@H]2O)[C@H](NC([C@@H]([NH3+])CS)=O)[C@@H](O)[C@@H]1O>[NH:1]([C:13]([CH3:12])=[O:14])[C@H:2]([C:5]([OH:7])=[O:6])[CH2:3][SH:4]. The solvent is P(=O)([O-])([O-])[O-] (phosphate), C([C@@H]1[C@H]([C@@H]([C@H]([C@H](O1)OC2[C@@H]([C@H](C([C@H]([C@H]2O)O)O)O)O)NC(=O)[C@H](CS)[NH3+])O)O)O (Cys-GlcN-Ins). Starting materials: N[C@@H](CS)C(=O)O (Cys), C([C@@H]1[C@H]([C@@H]([C@H]([C@H](O1)OC2[C@@H]([C@H](C([C@H]([C@H]2O)O)O)O)O)[NH3+])O)O)O (GlcN-Ins), P(O)(=O)(OP(=O)(O)OP(=O)(O)O)OC[C@@H]1[C@H]([C@H]([C@@H](O1)N1C=NC=2C(N)=NC=NC12)O)O (ATP), C([C@H]([C@@H](CS)O)O)S (DTT). Procedure: Incubation of 100 μM Cys and 50 μM GlcN-Ins with 1 mM ATP in phosphate buffer, pH 7.5, containing 1 DTT after addition of cell extract supernatant resulted in an increase in Cys-GlcN-Ins from <0.2 to 26 μM over 60 min while the MSH content declined from 15 to 13 μM, corresponding to the MSH content present in the undialyzed cell extract. A parallel experiment with 100 μM AcCys in place of Cys resulted in an increase from <0.2 to 20 μM Cys-GlcN-Ins, and no change in MSH content (15 μM); however, ... Yields the product N([C@@H](CS)C(=O)O)C(=O)C (AcCys). Starting materials: CC(C)=C1CCOC1=O, CCOC(C)=O. Yields the product CC(C)C1CCOC1=O. Reaction SMILES: [C:1]([CH3:2])([CH3:3])=[C:4]1[C:5](=[O:6])[O:7][CH2:8][CH2:9]1.[CH3:10][CH2:11][O:12][C:13]([CH3:14])=[O:15]>>[CH:1]([CH3:2])([CH3:3])[CH:4]1[C:5](=[O:6])[O:7][CH2:8][CH2:9]1. Starting materials: Cl.NC1=CC=C(C=C1)C (p-toluidine hydrochloride), C(#N)NC(=N)N (cyanoguanidine), [OH-].[Na+] (sodium hydroxide). Run in O (water). Product: Cl.Cl.C1(=CC=C(C=C1)NC(=N)NC(=N)N)C (1-(p-tolyl)biguanide dihydrochloride). Reaction SMILES: [ClH:1].[NH2:2][C:3]1[CH:8]=[CH:7][C:6]([CH3:9])=[CH:5][CH:4]=1.[C:10]([NH:12][C:13]([NH2:15])=[NH:14])#[N:11].[OH-].[Na+]>O>[ClH:1].[ClH:1].[C:6]1([CH3:9])[CH:7]=[CH:8][C:3]([NH:2][C:10]([NH:12][C:13]([NH2:15])=[NH:14])=[NH:11])=[CH:4][CH:5]=1 |f:0.1,3.4,6.7.8|. Reported procedure: A stirred mixture of 4.3 g. (.03 mole) of p-toluidine hydrochloride and 2.5 g. (0.03 mole) of cyanoguanidine is immersed in a a 210° C. oil bath for fifteen minutes. The resulting amber glass-like reaction product is dissolved in 100 ml of water, alkalized with 40% sodium hydroxide solution, and extracted with 250 ml of ether. The ether layer is backwashed twice with 10 ml of water, dried over sodium carbonate, filtered, and the ether solution made strongly acidic with a saturated etheral hydroc...